Dataset: the Open Reaction Database (ORD), a public repository of structured organic reaction records. Task: describe an organic reaction: reactants, conditions, products, and yield Reactants: O=C(O)C(=NOCCI)c1csc(NC(c2ccccc2)(c2ccccc2)c2ccccc2)n1, CNC, ClC(Cl)Cl. Product: CN(C)CCON=C(C(=O)O)c1csc(NC(c2ccccc2)(c2ccccc2)c2ccccc2)n1, I. RXN SMILES: [C:8]([c:9]1[cH:10][cH:11][cH:12][cH:13][cH:14]1)([c:15]1[cH:16][cH:17][cH:18][cH:19][cH:20]1)([c:21]1[cH:22][cH:23][cH:24][cH:25][cH:26]1)[NH:27][c:28]1[s:29][cH:30][c:31]([C:33]([C:34](=[O:35])[OH:36])=[N:37][O:38][CH2:39][CH2:40][I:41])[n:32]1.[CH3:1][NH:2][CH3:3].[CH:4]([Cl:5])([Cl:6])[Cl:7]>>[CH3:1][N:2]([CH3:3])[CH2:40][CH2:39][O:38][N:37]=[C:33]([c:31]1[cH:30][s:29][c:28]([NH:27][C:8]([c:9]2[cH:10][cH:11][cH:12][cH:13][cH:14]2)([c:15]2[cH:16][cH:17][cH:18][cH:19][cH:20]2)[c:21]2[cH:22][cH:23][cH:24][cH:25][cH:26]2)[n:32]1)[C:34](=[O:35])[OH:36].[IH:41]. Reactants: C(C)(C)(C)OC(=O)N1CCC2=C(CC1)C(=C(C=C2)Cl)CCl (3-tert-butoxycarbonyl-7-chloro-6-chloromethyl-2,3,4,5-tetrahydro-1H-benzo[d]azepine), NC(=S)N (thiourea), CCOCC (ether). The solvent is O1CCOCC1 (dioxane). Reaction conditions: temperature 95 celsius, time 1 hour. Yields the product Cl.C(C)(C)(C)OC(=O)N1CCC2=C(CC1)C(=C(C=C2)Cl)CSC(N)=N (3-tert-Butoxycarbonyl-6-carbamimidoylthiomethyl-7-chloro-2,3,4,5-tetrahydro-1H-benzo[d]azepine hydrochloride). Yield: 170.8%. Reaction SMILES: [C:1]([O:5][C:6]([N:8]1[CH2:14][CH2:13][C:12]2[C:15]([CH2:20]Cl)=[C:16]([Cl:19])[CH:17]=[CH:18][C:11]=2[CH2:10][CH2:9]1)=[O:7])([CH3:4])([CH3:3])[CH3:2].[NH2:22][C:23]([NH2:25])=[S:24].CCOCC>O1CCOCC1>[ClH:19].[C:1]([O:5][C:6]([N:8]1[CH2:14][CH2:13][C:12]2[C:15]([CH2:20][S:24][C:23](=[NH:22])[NH2:25])=[C:16]([Cl:19])[CH:17]=[CH:18][C:11]=2[CH2:10][CH2:9]1)=[O:7])([CH3:4])([CH3:3])[CH3:2] |f:4.5|. Procedure: To a solution of 3-tert-butoxycarbonyl-7-chloro-6-chloromethyl-2,3,4,5-tetrahydro-1H-benzo[d]azepine (0.742 g, 2.247 mmol) in anhydrous dioxane (9.4 mL) add thiourea (0.17 g, 2.2 mmol) at room temperature. Heat the mixture at 95° C. overnight. Cool the mixture to room temperature and add anhydrous ether (25 mL). Stir the mixture for 1 h and filter the slurry. Wash the solid with ether (25 mL) and dry to afford the desired intermediate as a white solid (0.780 g, 85%). MS (ES+) m/z: 370.2 (M+H)+. The reactants are CCOC(=O)c1[nH]c(C)cc1CC(C)C, CCOC(C)=O, CCO, Cl, [Na+], [OH-]. The product is Cc1cc(CC(C)C)c[nH]1. As a reaction SMILES: [CH2:6]([CH:7]([CH3:8])[CH3:9])[c:10]1[c:11]([C:16]([O:17][CH2:18][CH3:19])=[O:20])[nH:12][c:13]([CH3:15])[cH:14]1.[CH3:22][CH2:23][O:24][C:25](=[O:26])[CH3:27].[CH3:3][CH2:4][OH:5].[ClH:21].[Na+:2].[OH-:1]>>[CH2:6]([CH:7]([CH3:8])[CH3:9])[c:10]1[cH:11][nH:12][c:13]([CH3:15])[cH:14]1.